From a dataset of the Open Reaction Database (ORD), a public repository of structured organic reaction records. describe an organic reaction: reactants, conditions, products, and yield Reactants: CCOC(=O)C(C)(Cc1ccccc1)Oc1ccc(OCCc2nc(-c3cccc(-c4cccs4)c3)oc2C)cc1, CO, [Na+], [OH-]. Product: Cc1oc(-c2cccc(-c3cccs3)c2)nc1CCOc1ccc(OC(C)(Cc2ccccc2)C(=O)O)cc1. As a reaction SMILES: [CH2:1]([CH3:2])[O:3][C:4]([C:5]([CH2:6][c:7]1[cH:8][cH:9][cH:10][cH:11][cH:12]1)([O:13][c:14]1[cH:15][cH:16][c:17]([O:20][CH2:21][CH2:22][c:23]2[n:24][c:25](-[c:29]3[cH:30][c:31](-[c:35]4[s:36][cH:37][cH:38][cH:39]4)[cH:32][cH:33][cH:34]3)[o:26][c:27]2[CH3:28])[cH:18][cH:19]1)[CH3:40])=[O:41].[CH3:44][OH:45].[Na+:43].[OH-:42]>>[O:3]=[C:4]([C:5]([CH2:6][c:7]1[cH:8][cH:9][cH:10][cH:11][cH:12]1)([O:13][c:14]1[cH:15][cH:16][c:17]([O:20][CH2:21][CH2:22][c:23]2[n:24][c:25](-[c:29]3[cH:30][c:31](-[c:35]4[s:36][cH:37][cH:38][cH:39]4)[cH:32][cH:33][cH:34]3)[o:26][c:27]2[CH3:28])[cH:18][cH:19]1)[CH3:40])[OH:41]. The reactants are ClCCl, CC(C)(C)OC(=O)N1CCC(Nc2ncc(-c3ccc4c(c3)CNC4=O)n3ncnc23)CC1, O, O=C(O)C(F)(F)F. The product is O=C1NCc2cc(-c3cnc(NC4CCNCC4)c4ncnn34)ccc21. RXN SMILES: [Cl:42][CH2:43][Cl:44].[O:1]=[C:2]1[NH:3][CH2:4][c:5]2[cH:6][c:7](-[c:11]3[cH:12][n:13][c:14]([NH:20][CH:21]4[CH2:22][CH2:23][N:24]([C:27]([O:28][C:29]([CH3:30])([CH3:31])[CH3:32])=[O:33])[CH2:25][CH2:26]4)[c:15]4[n:16]3[n:17][cH:18][n:19]4)[cH:8][cH:9][c:10]21.[OH2:41].[OH:34][C:35]([C:36]([F:37])([F:38])[F:39])=[O:40]>>[O:1]=[C:2]1[NH:3][CH2:4][c:5]2[cH:6][c:7](-[c:11]3[cH:12][n:13][c:14]([NH:20][CH:21]4[CH2:22][CH2:23][NH:24][CH2:25][CH2:26]4)[c:15]4[n:16]3[n:17][cH:18][n:19]4)[cH:8][cH:9][c:10]21. The reactants are CC1(OCCO1)C1=CC=C(O1)CN1N=CC(=N1)N (2-[5-(2-methyl-[1,3]dioxolan-2-yl)-furan-2-ylmethyl]-2H-[1,2,3]triazol-4-ylamine), COCC=1C=C(C=CC1)C1=C(N=CO1)C(=O)O (5-(3-methoxymethyl-phenyl)-oxazole-4-carboxylic acid). Product: C(C)(=O)C1=CC=C(O1)CN1N=CC(=N1)NC(=O)C=1N=COC1C1=CC(=CC=C1)COC (5-(3-Methoxymethyl-phenyl)-oxazole-4-carboxylic acid [2-(5-acetyl-furan-2-ylmethyl)-2H-[1,2,3]triazol-4-yl]-amide). RXN SMILES: [CH3:1][C:2]1([C:7]2[O:11][C:10]([CH2:12][N:13]3[N:17]=[C:16]([NH2:18])[CH:15]=[N:14]3)=[CH:9][CH:8]=2)[O:6]CCO1.[CH3:19][O:20][CH2:21][C:22]1[CH:23]=[C:24]([C:28]2[O:32][CH:31]=[N:30][C:29]=2[C:33](O)=[O:34])[CH:25]=[CH:26][CH:27]=1>>[C:2]([C:7]1[O:11][C:10]([CH2:12][N:13]2[N:17]=[C:16]([NH:18][C:33]([C:29]3[N:30]=[CH:31][O:32][C:28]=3[C:24]3[CH:25]=[CH:26][CH:27]=[C:22]([CH2:21][O:20][CH3:19])[CH:23]=3)=[O:34])[CH:15]=[N:14]2)=[CH:9][CH:8]=1)(=[O:6])[CH3:1]. Reported procedure: Following general procedure A followed by B, starting from 2-[5-(2-methyl-[1,3]dioxolan-2-yl)-furan-2-ylmethyl]-2H-[1,2,3]triazol-4-ylamine and 5-(3-methoxymethyl-phenyl)-oxazole-4-carboxylic acid. The reactants are [Na].[Na].OC1=CC=C(C=C1)C(C)(C)C1=CC=C(C=C1)O (bisphenol A disodium salt), [Na].[Na].C1(=CC=C(C=C1)C1=CC=C(C=C1)O)O (4,4′-biphenol disodium salt), solids, O (Water), O (water). Solvent: C1=CC(=C(C=C1)Cl)Cl (o-DCB), C1=CC(=C(C=C1)Cl)Cl (o-DCB). Conditions: temperature 180 celsius. The product is CC(C)(C=1C=CC(=CC1)O)C=2C=CC(=CC2)O (BPA). RXN SMILES: O.[Na].[Na].[OH:4][C:5]1[CH:10]=[CH:9][C:8]([C:11]([C:14]2[CH:19]=[CH:18][C:17]([OH:20])=[CH:16][CH:15]=2)([CH3:13])[CH3:12])=[CH:7][CH:6]=1.[Na].[Na].C1(O)C=CC(C2C=CC(O)=CC=2)=CC=1>C1C=CC(Cl)=C(Cl)C=1>[CH3:13][C:11]([C:8]1[CH:7]=[CH:6][C:5]([OH:4])=[CH:10][CH:9]=1)([C:14]1[CH:19]=[CH:18][C:17]([OH:20])=[CH:16][CH:15]=1)[CH3:12] |f:1.2.3,4.5.6,^1:1,2,20,21|. Procedure: 4ClPA (30.5328 g, comprising 29.5435 grams (g) of 4ClPA, 0.7908 g of 3ClPA, 0.0916 g of PA), 3ClPA (265.1010 g, comprising 3.9765 g of 4ClPA, 260.3292 g of 3ClPA, 0.0265 g of PA), and PA (4.6506 g) were weighed out and charged a 5-liter (L) oil-jacketed reactor at room temperature together with oxydianiline (ODA, 163.5955 g). This combination of reactants was calculated to give 423.9661 g of the isomeric bischlorophthalimides and 15.6962 g of the isomeric PA-ClPA bisimides (4 mol % chain stopper... Starting materials: C1(=CC=CC=C1)[C@@H]1N=C(N([C@@H]1C1=CC=CC=C1)C(=O)OC(C)(C)C)SC (cis-4,5-Diphenyl-2-methylthio-4,5-dihydro-imidazole-1-carboxylic acid, tert-butyl ester), N (ammonia), N (ammonia). Solvent: C(CO)O (ethylene glycol). Conditions: temperature 115 celsius. The product is C1(=CC=CC=C1)[C@@H]1N=C(N[C@@H]1C1=CC=CC=C1)N ((cis-4,5-Diphenyl-4,5-dihydro-1H-imidazol-2-yl)amine). RXN SMILES: [C:1]1([C@H:7]2[C@@H:11]([C:12]3[CH:17]=[CH:16][CH:15]=[CH:14][CH:13]=3)[N:10](C(OC(C)(C)C)=O)[C:9](SC)=[N:8]2)[CH:6]=[CH:5][CH:4]=[CH:3][CH:2]=1.[NH3:27]>C(O)CO>[C:12]1([C@H:11]2[C@@H:7]([C:1]3[CH:2]=[CH:3][CH:4]=[CH:5][CH:6]=3)[NH:8][C:9]([NH2:10])=[N:27]2)[CH:13]=[CH:14][CH:15]=[CH:16][CH:17]=1. Reported procedure: A solution of intermediate 59 (1.0 g, 2.71 mmol) in ethylene glycol (10 mL) is saturated with ammonia and is heated in a pressure tube at 115° C. for 3 h. The reaction mixture is cooled to rt, and saturated with ammonia, and heated is heated at 115° C. overnight. The reaction mixture is cooled to rt, and the product is precipitated by the addition of addition of water to give 226 mg of the product 122. 1H NMR (DMSO-d6) δ 7.10-6.80 (m, 10 H), 6.40 (bs, 3 H), 5.10 (s, 2 H); LC/MS: 2.89 min, m/z 23... The reactants are [Al+3], [Cl-], [Cl-], [Cl-], COc1ccc(C(=O)c2ccccc2C)c(Cl)c1Cl, c1ccccc1. Product: Cc1ccccc1C(=O)c1ccc(O)c(Cl)c1Cl. As a reaction SMILES: [Al+3:21].[Cl-:20].[Cl-:22].[Cl-:23].[Cl:1][c:2]1[c:3]([C:4](=[O:5])[c:6]2[c:7]([CH3:12])[cH:8][cH:9][cH:10][cH:11]2)[cH:13][cH:14][c:15]([O:18][CH3:19])[c:16]1[Cl:17].[cH:24]1[cH:25][cH:26][cH:27][cH:28][cH:29]1>>[Cl:1][c:2]1[c:3]([C:4](=[O:5])[c:6]2[c:7]([CH3:12])[cH:8][cH:9][cH:10][cH:11]2)[cH:13][cH:14][c:15]([OH:18])[c:16]1[Cl:17]. Starting materials: ICC(=O)OC(C)(C)C (t-butyl iodoacetate), BrC1C(NCCCCC1)=O (3-bromoperhydroazocin-2-one), [H-].[Na+] (sodium hydride). The solvent is O1CCCC1 (tetrahydrofuran), O1CCCC1 (tetrahydrofuran). Yields the product C(C)(C)(C)OC(=O)CN1C(C(CCCCC1)Br)=O (1-t-butoxycarbonylmethyl-3-bromoperhydroazocin-2-one). Reaction SMILES: [H-].[Na+].I[CH2:4][C:5]([O:7][C:8]([CH3:11])([CH3:10])[CH3:9])=[O:6].[Br:12][CH:13]1[CH2:20][CH2:19][CH2:18][CH2:17][CH2:16][NH:15][C:14]1=[O:21]>O1CCCC1>[C:8]([O:7][C:5]([CH2:4][N:15]1[CH2:16][CH2:17][CH2:18][CH2:19][CH2:20][CH:13]([Br:12])[C:14]1=[O:21])=[O:6])([CH3:11])([CH3:10])[CH3:9] |f:0.1|. Reported procedure: To a vigorously stirred suspension of 0.55 g sodium hydride in 30 ml tetrahydrofuran add over 20 min. a solution of 5.0 g t-butyl iodoacetate and 4.12 g 3-bromoperhydroazocin-2-one [Nagasawa et al., J. Med. Chem., 14 501 (1971)] dissolved in 35 ml tetrahydrofuran. After the addition is completed stir the reaction at room temperature for 1.5 hours then quench by the addition of 5-6 ml of saturated NH4Cl solution. Filter the reaction and concentrate the filtrate. Add ether to the residue, filter a...